This data is from the Open Reaction Database (ORD), a public repository of structured organic reaction records. The task is: describe an organic reaction: reactants, conditions, products, and yield The reactants are C(=O)N1CCCC1 (N-formylpyrrolidine), COS(=O)(=O)OC (dimethylsulfate), N1CCCC1 (pyrrolidine), C1(=CC=CC=C1)C (toluene). Reaction conditions: temperature 80 celsius. Yields the product C1(=CC=C(C=C1)S(=O)(=O)[O-])C.CN(C=[N+](C)C)C (N,N,N′,N′-tetramethylformamidinium para-toluenesulfonate). As a reaction SMILES: [CH:1]([N:3]1[CH2:7]CC[CH2:4]1)=O.C[O:9][S:10]([O:13]C)(=O)=[O:11].[NH:15]1[CH2:19]CC[CH2:16]1.[C:20]1([CH3:26])[CH:25]=[CH:24][CH:23]=[CH:22][CH:21]=1>>[C:20]1([CH3:26])[CH:25]=[CH:24][C:23]([S:10]([O-:13])(=[O:11])=[O:9])=[CH:22][CH:21]=1.[CH3:1][N:3]([CH3:7])[CH:4]=[N+:15]([CH3:19])[CH3:16] |f:4.5|. Procedure: A mixture of N-formylpyrrolidine (100 g) and dimethylsulfate (126 g) are heated to 80° C. for 4 h. Then a mixture of pyrrolidine (71 g) and toluene (100 ml) are added and the resulting mixture is stirred at reflux for 1 h. The reaction mixture is cooled to room temperature and the phases are separated. The lower layer is concentrated in vacuo and triturated with diethyl ester. The precipitate is collected by filtration and recrystallised using ethyl acetate to give 1-pyrrolidin-1-ylmethylene-pyr... Reactants: COC=1C=C2CCN(CC2=CC1OC)C(=O)[C@@H]1CN(CCC1)CCC(=O)NC1=CC2=C(C=C1)OCO2 ((±)-3-[(S)-3-(6,7-dimethoxy-1,2,3,4-tetrahydroisoquinoline-2-carbonyl)piperidino]-N-(3,4-methylenedioxyphenyl)propanamide), C(\C=C\C(=O)O)(=O)O (fumaric acid). The solvent is C(C)O (ethanol). Product: C(\C=C\C(=O)O)(=O)O.COC=1C=C2CCN(CC2=CC1OC)C(=O)[C@@H]1CN(CCC1)CCC(=O)NC1=CC2=C(C=C1)OCO2 ((±)-3-[(S)-3-(6,7-dimethoxy-1,2,3,4-tetrahydroisoquinoline-2-carbonyl)piperidino]-N-(3,4-methylenedioxyphenyl)propanamide fumarate). Isolated yield 86.0%. As a reaction SMILES: [CH3:1][O:2][C:3]1[CH:4]=[C:5]2[C:10](=[CH:11][C:12]=1[O:13][CH3:14])[CH2:9][N:8]([C:15]([C@H:17]1[CH2:22][CH2:21][CH2:20][N:19]([CH2:23][CH2:24][C:25]([NH:27][C:28]3[CH:33]=[CH:32][C:31]4[O:34][CH2:35][O:36][C:30]=4[CH:29]=3)=[O:26])[CH2:18]1)=[O:16])[CH2:7][CH2:6]2.[C:37]([OH:44])(=[O:43])/[CH:38]=[CH:39]/[C:40]([OH:42])=[O:41]>C(O)C>[C:37]([OH:44])(=[O:43])/[CH:38]=[CH:39]/[C:40]([OH:42])=[O:41].[CH3:1][O:2][C:3]1[CH:4]=[C:5]2[C:10](=[CH:11][C:12]=1[O:13][CH3:14])[CH2:9][N:8]([C:15]([C@H:17]1[CH2:22][CH2:21][CH2:20][N:19]([CH2:23][CH2:24][C:25]([NH:27][C:28]3[CH:33]=[CH:32][C:31]4[O:34][CH2:35][O:36][C:30]=4[CH:29]=3)=[O:26])[CH2:18]1)=[O:16])[CH2:7][CH2:6]2 |f:3.4|. Procedure details: To a ethanol solution of 9.32 g of (±)-3-[(S)-3-(6,7-dimethoxy-1,2,3,4-tetrahydroisoquinoline-2-carbonyl)piperidino]-N-(3,4-methylenedioxyphenyl)propanamide was added 2.07 g of fumaric acid, and the mixture was evaporated in vacuo. Thus, 9.38 g of (±)-3-[(S)-3-(6,7-dimethoxy-1,2,3,4-tetrahydroisoquinoline-2-carbonyl)piperidino]-N-(3,4-methylenedioxyphenyl)propanamide fumarate was obtained as colorless crystals from ethanol/2-butanone. RXN SMILES: [NH3:1].[Cl:2][CH:3]([C:8](=O)[CH2:9][CH3:10])[C:4]([O:6][CH3:7])=[O:5]>>[NH2:1][C:8]([CH2:9][CH3:10])=[C:3]([Cl:2])[C:4]([O:6][CH3:7])=[O:5]. Yield: 80.0%. Starting materials: N (NH3), ClC(C(=O)OC)C(CC)=O (methyl 2-chloro-3-oxovalerate). Procedure details: Dry NH3 gas is passed through 48.9 g (0.30 mol) of methyl 2-chloro-3-oxovalerate at 70° C. for a period of 2 h. After removal of volatile constituents in vacuo, the crude product is dissolved in diisopropyl ether and washed with a little ice water. After drying over MgSO4, the solvent is removed in vacuo. Yield: 80.0% [GC] The product is NC(=C(C(=O)OC)Cl)CC (Methyl 3-amino-2-chloro-2-pentenoate). The reactants are N1=CC=CC=C1 (pyridine), C(#N)C=1C=C(C=CC1CCCC)O (3-cyano-4-n-butylphenol), BrC=1C=C(C(=O)Cl)C=CC1OCCCCCCC (3-bromo-4-n-heptyloxybenzoyl chloride). Run in CCOCC (ether), CCOCC (ether). Product: C(#N)C1=C(C=CC(=C1)CCCC)OC(C1=CC(=C(C=C1)OCCCCCCC)Br)=O ((2'-cyano-4'-n-butylphenyl)-3-bromo-4-n-heptyloxybenzoate). Yield: 87.6%. RXN SMILES: C([C:3]1[CH:4]=[C:5]([OH:13])[CH:6]=[CH:7][C:8]=1[CH2:9][CH2:10][CH2:11][CH3:12])#N.[N:14]1C=CC=C[CH:15]=1.[Br:20][C:21]1[CH:22]=[C:23]([CH:27]=[CH:28][C:29]=1[O:30][CH2:31][CH2:32][CH2:33][CH2:34][CH2:35][CH2:36][CH3:37])[C:24](Cl)=[O:25]>CCOCC>[C:15]([C:4]1[CH:3]=[C:8]([CH2:9][CH2:10][CH2:11][CH3:12])[CH:7]=[CH:6][C:5]=1[O:13][C:24](=[O:25])[C:23]1[CH:27]=[CH:28][C:29]([O:30][CH2:31][CH2:32][CH2:33][CH2:34][CH2:35][CH2:36][CH3:37])=[C:21]([Br:20])[CH:22]=1)#[N:14]. Procedure details: 4.2 g (0.024 mol) of the 3-cyano-4-n-butylphenol prepared in Step V was dissolved in 50 ml ether, and 6 ml pyridine was added as a catalyst. 9.7 g (0.029 mol) of the 3-bromo-4-n-heptyloxybenzoyl chloride solution prepared in Step III and 30 ml of ether was slowly added to the reaction solution with violently shaking in a water bath having floating ice cubes. After the addition, the reaction solution was allowed to stand at room temperature for a while and was refluxed for two hours. After comple... The reactants are C(OC)COC (dimethoxyethane), C(C)OC(CCCOC1=C(C(=CC=C1)CCCCCCOC1=CC(=CC(=C1)S(=O)(=O)C)I)CCC(=O)OCC)=O (4-{2-(2-ethoxycarbonyl-ethyl)-3-[6-(3-iodo-5-methanesulfonyl-phenoxy)-hexyl]-phenoxy}-butyric acid ethyl ester), O1C(COC2=C1C=CC=C2)B(O)O (1,4-benzodioxaneboronic acid), C([O-])([O-])=O.[Cs+].[Cs+] (cesium carbonate). Reagents/catalysts: C1=CC=C(C=C1)P([C-]2C=CC=C2)C3=CC=CC=C3.C1=CC=C(C=C1)P([C-]2C=CC=C2)C3=CC=CC=C3.Cl[Pd]Cl.[Fe+2] ([1,1′-bis(diphenylphosphino)ferrocene]dichloropalladium(II)). The solvent is O (water), C(C)(=O)OCC (ethyl acetate). Conditions: temperature 96 celsius, time 15 hour. Product: C(C)OC(CCCOC1=C(C(=CC=C1)CCCCCCOC1=CC(=CC(=C1)S(=O)(=O)C)C1=CC2=C(OCCO2)C=C1)CCC(=O)OCC)=O (4-(3-{6-[3-(2,3-dihydro-benzo[1,4]dioxin-6-yl)-5-methanesulfonyl-phenoxy]-hexyl}-2-(2-ethoxycarbonyl-ethyl)-phenoxy)-butyric acid ethyl ester). Yield: 51.3%. As a reaction SMILES: [CH2:1]([O:3][C:4](=[O:40])[CH2:5][CH2:6][CH2:7][O:8][C:9]1[CH:14]=[CH:13][CH:12]=[C:11]([CH2:15][CH2:16][CH2:17][CH2:18][CH2:19][CH2:20][O:21][C:22]2[CH:27]=[C:26]([S:28]([CH3:31])(=[O:30])=[O:29])[CH:25]=[C:24](I)[CH:23]=2)[C:10]=1[CH2:33][CH2:34][C:35]([O:37][CH2:38][CH3:39])=[O:36])[CH3:2].[O:41]1[C:46]2[CH:47]=[CH:48][CH:49]=[CH:50][C:45]=2[O:44][CH2:43][CH:42]1B(O)O.C(=O)([O-])[O-].[Cs+].[Cs+].C(COC)OC>O.C(OCC)(=O)C.C1C=CC(P(C2C=CC=CC=2)[C-]2C=CC=C2)=CC=1.C1C=CC(P(C2C=CC=CC=2)[C-]2C=CC=C2)=CC=1.Cl[Pd]Cl.[Fe+2]>[CH2:1]([O:3][C:4](=[O:40])[CH2:5][CH2:6][CH2:7][O:8][C:9]1[CH:14]=[CH:13][CH:12]=[C:11]([CH2:15][CH2:16][CH2:17][CH2:18][CH2:19][CH2:20][O:21][C:22]2[CH:27]=[C:26]([S:28]([CH3:31])(=[O:30])=[O:29])[CH:25]=[C:24]([C:49]3[CH:48]=[CH:47][C:46]4[O:41][CH2:42][CH2:43][O:44][C:45]=4[CH:50]=3)[CH:23]=2)[C:10]=1[CH2:33][CH2:34][C:35]([O:37][CH2:38][CH3:39])=[O:36])[CH3:2] |f:2.3.4,8.9.10.11|. Procedure: A mixture of 4-{2-(2-ethoxycarbonyl-ethyl)-3-[6-(3-iodo-5-methanesulfonyl-phenoxy)-hexyl]-phenoxy}-butyric acid ethyl ester (646 mg, 0.94 mmol), 1,4-benzodioxaneboronic acid (337 g, 1.87 mmol), [1,1′-bis(diphenylphosphino)ferrocene]dichloropalladium(II) (103 mg, 0.14 mmol), and cesium carbonate (617 mg, 1.87 mmol) was added dimethoxyethane (15 mL) at room temperature under nitrogen atmosphere. The resulting brown reaction mixture was heated to 96° C. and stirred for 15 h at which time the TLC of...